Dataset: the Open Reaction Database (ORD), a public repository of structured organic reaction records. Task: describe an organic reaction: reactants, conditions, products, and yield Starting materials: C1CCOC1, CCOC(=O)N1CCC(=O)C=C1Cc1ccc(Cl)c(Cl)c1, O. The product is CCOC(=O)N1CCC(=O)CC1Cc1ccc(Cl)c(Cl)c1. Reaction SMILES: [CH2:23]1[O:24][CH2:25][CH2:26][CH2:27]1.[Cl:1][c:2]1[cH:3][c:4]([CH2:9][C:10]2=[CH:11][C:12](=[O:21])[CH2:13][CH2:14][N:15]2[C:16](=[O:17])[O:18][CH2:19][CH3:20])[cH:5][cH:6][c:7]1[Cl:8].[OH2:22]>>[Cl:1][c:2]1[cH:3][c:4]([CH2:9][CH:10]2[CH2:11][C:12](=[O:21])[CH2:13][CH2:14][N:15]2[C:16](=[O:17])[O:18][CH2:19][CH3:20])[cH:5][cH:6][c:7]1[Cl:8]. Reactants: COC=1C=C(C=CC1OC)C1CNC(CO1)=O (2-(3,4-dimethoxyphenyl)morpholin-5-one), NCC(O)C1=CC(=C(C=C1)OC)OC1CCCC1 (2-amino-1-(3-cyclopentyloxy-4-methoxyphenyl)ethanol). The product is C1(CCCC1)OC=1C=C(C=CC1OC)C1CNC(CO1)=O (2-(3-cyclopentyloxy-4-methoxyphenyl)morpholin-5-one). Yield: 42.7%. Reaction SMILES: [CH3:1][O:2][C:3]1[CH:4]=[C:5]([CH:11]2[O:16][CH2:15][C:14](=[O:17])[NH:13][CH2:12]2)[CH:6]=[CH:7][C:8]=1[O:9][CH3:10].N[CH2:19][CH:20]([C:22]1C=CC(OC)=C(OC2CCCC2)[CH:23]=1)O>>[CH:1]1([O:2][C:3]2[CH:4]=[C:5]([CH:11]3[O:16][CH2:15][C:14](=[O:17])[NH:13][CH2:12]3)[CH:6]=[CH:7][C:8]=2[O:9][CH3:10])[CH2:23][CH2:22][CH2:20][CH2:19]1. Procedure: According to the same procedure as in Example 1(2) to (3), using 2-amino-1-(3-cyclopentyloxy-4-methoxyphenyl)ethanol instead of 2-amino-1-(3,4-dimethoxyphenyl)ethanol, the above-described compound (yield 42.7%) was obtained as a colorless solid. Starting materials: beige solid, FC1=CC2=C(C(=NO2)C2CCNCC2)C=C1 (6-fluoro-3-(4-piperidinyl)-1,2-benzisoxazole), C(=O)([O-])[O-].[K+].[K+] (K2CO3), BrCCCO (3-bromo-1-propanol). Solvent: C(C)#N (acetonitrile). Product: FC1=CC2=C(C(=NO2)C2CCN(CC2)CCCO)C=C1 (6-fluoro-3-[1-(3-hydroxypropyl)-4-piperidinyl]-1,2-benzisoxazole). Isolated yield 63.9%. RXN SMILES: [F:1][C:2]1[CH:16]=[CH:15][C:5]2[C:6]([CH:9]3[CH2:14][CH2:13][NH:12][CH2:11][CH2:10]3)=[N:7][O:8][C:4]=2[CH:3]=1.C([O-])([O-])=O.[K+].[K+].Br[CH2:24][CH2:25][CH2:26][OH:27]>C(#N)C>[F:1][C:2]1[CH:16]=[CH:15][C:5]2[C:6]([CH:9]3[CH2:10][CH2:11][N:12]([CH2:24][CH2:25][CH2:26][OH:27])[CH2:13][CH2:14]3)=[N:7][O:8][C:4]=2[CH:3]=1 |f:1.2.3|. Procedure details: A stirred mixture of 6-fluoro-3-(4-piperidinyl)-1,2-benzisoxazole (10.0 g, 45 mmol), K2CO3 (10.0 g), 3-bromo-1-propanol (7.3 g, 46 mmol) and acetonitrile (200 ml) was refluxed for 3 hours. The reaction was poured into H20 and 7.1 g of a beige solid was collected. The filtrate was extracted with dichloromethane, and after concentration an additional 6.7 g of crude solid was harvested. The solids were combined and triturated with refluxing ethyl acetate to afford 8.0 g of 6-fluoro-3-[1-(3-hydroxyp... Reactants: CC(C)(C)[Si](C)(C)OCCc1ccc(F)cc1, CN(C)CCN(C)CCN(C)C, [Li]C(C)CC, CN(C)C=O, C1CCOC1. Yields the product CC(C)(C)[Si](C)(C)OCCc1ccc(F)c(C=O)c1. Reaction SMILES: [C:18]([CH3:19])([CH3:20])([CH3:21])[Si:22]([CH3:23])([CH3:24])[O:25][CH2:26][CH2:27][c:28]1[cH:29][cH:30][c:31]([F:34])[cH:32][cH:33]1.[CH3:6][N:7]([CH3:8])[CH2:9][CH2:10][N:11]([CH3:12])[CH2:13][CH2:14][N:15]([CH3:16])[CH3:17].[CH:1]([Li:2])([CH2:3][CH3:4])[CH3:5].[O:35]=[CH:36][N:37]([CH3:38])[CH3:39].[O:40]1[CH2:41][CH2:42][CH2:43][CH2:44]1>>[C:18]([CH3:19])([CH3:20])([CH3:21])[Si:22]([CH3:23])([CH3:24])[O:25][CH2:26][CH2:27][c:28]1[cH:29][c:30]([CH:36]=[O:35])[c:31]([F:34])[cH:32][cH:33]1. Reactants: C(C)S\C(=C\C)\O[Si](C)(C)C ((E)-1-ethylthio-1-trimethylsilyloxy-1-propene), C(C=O)(=O)OCCCC (butyl glyoxylate), (R)-1 solution, Cl.CO (hydrochloric acid methanol). Solvent: C1(=CC=CC=C1)C (toluene). Run at temperature 0 celsius. Yields the product C(C)SC(C(C(C(=O)OCCCC)O)C)=O (n-butyl 4-ethylthio-2-hydroxy-3-methyl-4-oxobutyrate). The yield is 64.0%. RXN SMILES: [CH2:1]([S:3]/[C:4](/[O:7][Si](C)(C)C)=[CH:5]/[CH3:6])[CH3:2].[C:12]([O:16][CH2:17][CH2:18][CH2:19][CH3:20])(=[O:15])[CH:13]=[O:14].Cl.CO>C1(C)C=CC=CC=1>[CH2:1]([S:3][C:4](=[O:7])[CH:5]([CH3:6])[CH:13]([OH:14])[C:12]([O:16][CH2:17][CH2:18][CH2:19][CH3:20])=[O:15])[CH3:2] |f:2.3|. Procedure details: 0.5 ml (0.1 mmol) of (R)-1 solution prepared in the same manner as in Example 1 were cooled to 0° C., and 190 mg (1 mmol) of (E)-1-ethylthio-1-trimethylsilyloxy-1-propene (77% E) and subsequently 130 mg (1 mmol) of freshly distilled butyl glyoxylate and 0.5 ml of toluene were added thereto, followed by allowing the mixture to react at 0° C. for 0.5 hour. The resulting mixture was poured into 10% hydrochloric acid-methanol cooled at 0° C. The solution was filtered through a pad of Celite, and the... Reactants: S(=O)(=O)(C)C=1N(C=CN1)CC(=O)OCC (Ethyl (2-mesyl-imidazol-1-yl)-acetate). Run in S(O)(O)(=O)=O (sulphuric acid). Yields the product S(=O)(=O)(C)C=1N(C=CN1)CC(=O)O ((2-mesylimidazol-1-yl)-acetic acid). Yield: 67.5%. Reaction SMILES: [S:1]([C:5]1[N:6]([CH2:10][C:11]([O:13]CC)=[O:12])[CH:7]=[CH:8][N:9]=1)([CH3:4])(=[O:3])=[O:2]>S(=O)(=O)(O)O>[S:1]([C:5]1[N:6]([CH2:10][C:11]([OH:13])=[O:12])[CH:7]=[CH:8][N:9]=1)([CH3:4])(=[O:3])=[O:2]. Procedure: Ethyl (2-mesyl-imidazol-1-yl)-acetate (21.4 g.) in 4N sulphuric acid (50 cc.) is heated under reflux for 11/2 hours. A product crystallises on cooling. Crystallisation is completed by keeping the mixture in a bath of ice and water for 5 hours. After filtration, crystals (13.7 g.) which melt at 216- 217° C. are obtained. Recrystallisation from water (110 cc.) gives (2-mesylimidazol-1-yl)-acetic acid (12.7 g.), melting at 218- 219° C. Starting materials: CC(=O)OC1C=CCN(C(=O)C(NC(=O)OC(C)(C)C)C(C)C)C1, CC(=O)O, CCO, ClC(Cl)Cl. Product: CC(C)C(NC(=O)OC(C)(C)C)C(=O)N1CC=CC(O)C1. As a reaction SMILES: [C:1](=[O:2])([CH3:3])[O:4][CH:5]1[CH2:6][N:7]([C:11]([CH:12]([NH:13][C:14](=[O:15])[O:16][C:17]([CH3:18])([CH3:19])[CH3:20])[CH:21]([CH3:22])[CH3:23])=[O:24])[CH2:8][CH:9]=[CH:10]1.[CH3:25][C:26](=[O:27])[OH:28].[CH3:33][CH2:34][OH:35].[Cl:29][CH:30]([Cl:31])[Cl:32]>>[OH:4][CH:5]1[CH2:6][N:7]([C:11]([CH:12]([NH:13][C:14](=[O:15])[O:16][C:17]([CH3:18])([CH3:19])[CH3:20])[CH:21]([CH3:22])[CH3:23])=[O:24])[CH2:8][CH:9]=[CH:10]1. Reactants: CC1=CC=C(C=2C=CC=NC12)C(=O)O (8-methylquinoline-5-carboxylic acid), [H][H] (hydrogen). The reagents and catalysts are [Pd] (palladium on activated carbon). The solvent is C(C)O (ethanol). The product is CC1=CC=C(C=2CCCNC12)C(=O)O (8-Methyl-1,2,3,4-tetrahydroquinoline-5-carboxylic Acid). Reaction SMILES: [CH3:1][C:2]1[C:11]2[N:10]=[CH:9][CH:8]=[CH:7][C:6]=2[C:5]([C:12]([OH:14])=[O:13])=[CH:4][CH:3]=1.[H][H]>[Pd].C(O)C>[CH3:1][C:2]1[C:11]2[NH:10][CH2:9][CH2:8][CH2:7][C:6]=2[C:5]([C:12]([OH:14])=[O:13])=[CH:4][CH:3]=1. Reported procedure: 0.1 mol of 8-methylquinoline-5-carboxylic acid was suspended in 1.5 1 of ethanol and admixed with 10.0 g of palladium on activated carbon (5%). In an autoclave, the mixture was reduced at 50° C. with hydrogen (1 bar) over a period of 48 hours (HPLC monitoring). The reaction mixture was subsequently filtered, the filter cake was washed with ethanol and the combined organic filtrates were concentrated. Starting materials: [H][H] (hydrogen), [H][H] (hydrogen), 50g, CC1=CCC(CC1)C(CC=O)C (3-(4-methyl-3-cyclohexenyl)butyraldehyde), 15g, CNC (dimethylamine). The reagents and catalysts are [Pt]=O (platinum oxide). Run in C(C)O (ethanol). Product: CN(CCC(C)C1CC=C(CC1)C)C (N,N-dimethyl-N-[3-(4-methyl-3-cyclohexenyl)butyl]amine). Reaction SMILES: [CH3:1][C:2]1[CH2:7][CH2:6][CH:5]([CH:8]([CH3:12])[CH2:9][CH:10]=O)[CH2:4][CH:3]=1.[CH3:13][NH:14][CH3:15].[H][H]>[Pt]=O.C(O)C>[CH3:13][N:14]([CH3:15])[CH2:10][CH2:9][CH:8]([CH:5]1[CH2:6][CH2:7][C:2]([CH3:1])=[CH:3][CH2:4]1)[CH3:12]. Procedure details: A 250 ml hydrogenation flask was charged with 50g (0.3 mole ) of 3-(4-methyl-3-cyclohexenyl)butyraldehyde, 15g (0.33 mole) of dimethylamine, 0.5 of platinum oxide and 80 ml of 95% ethanol. Cooling was required to control the initial exotherm. The reaction mixture was then shaken at ambient temperature under 20-40 lbs. of hydrogen until 0.3 mole of hydrogen was consumed. The mixture ws filtered and concentrated, and the residue was distilled yielding 38.4g of pure N,N-dimethyl-N-[3-(4-methyl-3-cy...